This data is from the Open Reaction Database (ORD), a public repository of structured organic reaction records. The task is: describe an organic reaction: reactants, conditions, products, and yield The reactants are COC=1C=C(C=CC1)C1C(CCCC1)CN(C)C (1-(2-(3-methoxyphenyl)cyclohexyl)-N,N-dimethylmethaneamine). Run in Br (hydrobromic acid). The product is CN(C)CC1C(CCCC1)C=1C=C(C=CC1)O (3-[2-(dimethylamino)methyl-(cyclohex-1-yl)]phenol). Reaction SMILES: C[O:2][C:3]1[CH:4]=[C:5]([CH:9]2[CH2:14][CH2:13][CH2:12][CH2:11][CH:10]2[CH2:15][N:16]([CH3:18])[CH3:17])[CH:6]=[CH:7][CH:8]=1>Br>[CH3:18][N:16]([CH2:15][CH:10]1[CH2:11][CH2:12][CH2:13][CH2:14][CH:9]1[C:5]1[CH:4]=[C:3]([OH:2])[CH:8]=[CH:7][CH:6]=1)[CH3:17]. Procedure details: 125 g (440 mmole) of the precursor 1-(2-(3-methoxyphenyl)cyclohexyl)-N,N-dimethylmethaneamine and 500 ml of hydrobromic acid (47%, in water) were introduced together into a single necked flask and stirred under reflux for 2 hours using a magnetic stirrer. After conclusion of the reaction, the hydrogen bromide was distilled off by applying a vacuum (water-jet pump). The distillation residue was added to 250 ml water, and the suspension was covered with a layer of 1000 ml ethyl acetate. The pH of ... Starting materials: CNC(=O)N(OCC1=CC=CC=C1)C(C)C1=CN(C=C1)C1=C(C=CC=C1C)C (N-(N'-methylcarbamoyl)-N-benzyloxy-1-[1-(2,6-dimethylphenyl)-1H-pyrrol-3-yl]-ethylamine). Solvent: C(C)(=O)OCC (ethyl acetate). Yields the product CNC(=O)N(O)C(C)C1=CN(C=C1)C1=C(C=CC=C1C)C (N-(N'-methylcarbamoyl)-N-hydroxy-1-[1-(2,6-dimethylphenyl)-1H-pyrrol-3-yl]-ethylamine). Reaction SMILES: [CH3:1][NH:2][C:3]([N:5]([CH:14]([C:16]1[CH:20]=[CH:19][N:18]([C:21]2[C:26]([CH3:27])=[CH:25][CH:24]=[CH:23][C:22]=2[CH3:28])[CH:17]=1)[CH3:15])[O:6]CC1C=CC=CC=1)=[O:4]>C(OCC)(=O)C>[CH3:1][NH:2][C:3]([N:5]([CH:14]([C:16]1[CH:20]=[CH:19][N:18]([C:21]2[C:26]([CH3:27])=[CH:25][CH:24]=[CH:23][C:22]=2[CH3:28])[CH:17]=1)[CH3:15])[OH:6])=[O:4]. Procedure details: A solution of 1.0 g of N-(N'-methylcarbamoyl)-N-benzyloxy-1-[1-(2,6-dimethylphenyl)-1H-pyrrol-3-yl]-ethylamine in 50 ml of ethyl acetate is hydrogenated at room temperature and 3 atmospheres pressure for 3 hours to yield N-(N'-methylcarbamoyl)-N-hydroxy-1-[1-(2,6-dimethylphenyl)-1H-pyrrol-3-yl]-ethylamine.